Dataset: the Open Reaction Database (ORD), a public repository of structured organic reaction records. Task: describe an organic reaction: reactants, conditions, products, and yield Starting materials: C(C)(C)(C)OC(=O)NCC=1C=C(C=CC1)C(C1(OCCC1)C(=O)OC)OC(=S)SC (methyl 2-((3-{[(t-butoxycarbonyl)-amino]methyl}phenyl){[(methylsulfanyl)carbothioyl]oxy}-methyl)tetrahydro-2-furancarboxylate), C(CCC)[Sn](CCCC)(CCCC)Cl (tri-n-butyltin chloride), 2,2-diazobis(isobutyronitrile), [F-].[K+] (potassium fluoride). Run in C1(=CC=CC=C1)C (toluene). Reaction conditions: time 30 minute. Product: C(C)(C)(C)OC(=O)NCC=1C=C(CC2(OCCC2)C(=O)OC)C=CC1 (Methyl 2-(3-{[(t-butoxycarbonyl)amino]methyl}benzyl)-tetrahydro-2-furancarboxylate). RXN SMILES: [C:1]([O:5][C:6]([NH:8][CH2:9][C:10]1[CH:11]=[C:12]([CH:16](OC(SC)=S)[C:17]2([C:22]([O:24][CH3:25])=[O:23])[CH2:21][CH2:20][CH2:19][O:18]2)[CH:13]=[CH:14][CH:15]=1)=[O:7])([CH3:4])([CH3:3])[CH3:2].C([Sn](Cl)(CCCC)CCCC)CCC.[F-].[K+]>C1(C)C=CC=CC=1>[C:1]([O:5][C:6]([NH:8][CH2:9][C:10]1[CH:11]=[C:12]([CH:13]=[CH:14][CH:15]=1)[CH2:16][C:17]1([C:22]([O:24][CH3:25])=[O:23])[CH2:21][CH2:20][CH2:19][O:18]1)=[O:7])([CH3:4])([CH3:2])[CH3:3] |f:2.3|. Procedure details: To a solution of methyl 2-((3-{[(t-butoxycarbonyl)-amino]methyl}phenyl){[(methylsulfanyl)carbothioyl]oxy}-methyl)tetrahydro-2-furancarboxylate in 30 ml of toluene were added 1.55 g of tri-n-butyltin chloride and 0.03 g of 2,2-diazobis(isobutyronitrile) under an atmosphere of nitrogen gas, and the mixture was heated under reflux for 23 hours. After cooling to room temperature, 100 ml of saturated aqueous potassium fluoride was added. After stirring for 30 minutes, the mixture was extracted with 2... Reactants: CCC(C)(C)NC(N)=O, O=C1COC(=O)C1, O, c1ccccc1. Yields the product CCC(C)(C)NC(=O)NC1=CC(=O)OC1. Reaction SMILES: [C:8]([CH3:9])([CH3:10])([CH2:11][CH3:12])[NH:13][C:14](=[O:15])[NH2:16].[O:1]1[C:2](=[O:7])[CH2:3][C:4](=[O:6])[CH2:5]1.[OH2:17].[cH:18]1[cH:19][cH:20][cH:21][cH:22][cH:23]1>>[O:1]1[C:2](=[O:7])[CH:3]=[C:4]([NH:16][C:14]([NH:13][C:8]([CH3:9])([CH3:10])[CH2:11][CH3:12])=[O:15])[CH2:5]1.